Dataset: the Open Reaction Database (ORD), a public repository of structured organic reaction records. Task: describe an organic reaction: reactants, conditions, products, and yield Reactants: NC1=NC(=C(C(=N1)N[C@@H]1CC[C@H](CC1)O)Br)C (trans-4-(2-amino-5-bromo-6-methylpyrimidin-4-ylamino)cyclohexanol), C1(=C(C=CC=C1)P(C1=C(C=CC=C1)C)C1=C(C=CC=C1)C)C (tri-o-tolylphosphine), C(C=C)(=O)OCC (ethyl acrylate). Reagents/catalysts: C(C)(=O)[O-].[Pd+2].C(C)(=O)[O-] (palladium (II) acetate). The solvent is C(C)N(CC)CC (triethylamine). Conditions: temperature 130 celsius. The product is NC1=NC(=C(C(=N1)N[C@@H]1CC[C@H](CC1)O)/C=C/C(=O)OCC)C ((E)-ethyl 3-(2-amino-4-(trans-4-hydroxycyclohexylamino)-6-methylpyrimidin-5-yl)acrylate). Yield: 52.4%. Reaction SMILES: [NH2:1][C:2]1[N:7]=[C:6]([NH:8][C@H:9]2[CH2:14][CH2:13][C@H:12]([OH:15])[CH2:11][CH2:10]2)[C:5](Br)=[C:4]([CH3:17])[N:3]=1.C1(C)C=CC=CC=1P(C1C=CC=CC=1C)C1C=CC=CC=1C.[C:40]([O:44][CH2:45][CH3:46])(=[O:43])[CH:41]=[CH2:42]>C(N(CC)CC)C.C([O-])(=O)C.[Pd+2].C([O-])(=O)C>[NH2:1][C:2]1[N:7]=[C:6]([NH:8][C@H:9]2[CH2:14][CH2:13][C@H:12]([OH:15])[CH2:11][CH2:10]2)[C:5](/[CH:42]=[CH:41]/[C:40]([O:44][CH2:45][CH3:46])=[O:43])=[C:4]([CH3:17])[N:3]=1 |f:4.5.6|. Reported procedure: A sealed tube containing trans-4-(2-amino-5-bromo-6-methylpyrimidin-4-ylamino)cyclohexanol (655 mg, 2.17 mmol), tri-o-tolylphosphine (298 mg, 0.979 mmol), ethyl acrylate (355 uL, 3.26 mmol) and palladium (II) acetate (73 mg, 0.33 mmol) in triethylamine (20 mL) was evacuated and back-filled with nitrogen (3×). The reaction mixture was heated overnight at 130° C., filtered and concentrated. The residue was purified by flash chromatography eluting with chloroform/7 N ammonia in methanol (0.5-5%) to...